This data is from the Open Reaction Database (ORD), a public repository of structured organic reaction records. The task is: describe an organic reaction: reactants, conditions, products, and yield Reactants: BrC=1C=C(C(=C(C(=O)OC)C1)C)N(CC)[C@@H]1CC[C@H](CC1)N(C)C(=O)OC(C)(C)C (methyl 5-bromo-3-(((trans)-4-((tert-butoxycarbonyl)(methyl)amino)cyclohexyl)(ethyl)amino)-2-methylbenzoate), Cl (HCl). Run in CO (methanol). Reaction conditions: time 2 hour. The product is BrC=1C=C(C(=C(C(=O)OC)C1)C)N([C@@H]1CC[C@H](CC1)NC)CC (methyl 5-bromo-3-(ethyl((trans)-4-(methylamino)cyclohexyl)amino)-2-methylbenzoate). Yield: 104.8%. Reaction SMILES: [Br:1][C:2]1[CH:3]=[C:4]([N:13]([C@H:16]2[CH2:21][CH2:20][C@H:19]([N:22](C(OC(C)(C)C)=O)[CH3:23])[CH2:18][CH2:17]2)[CH2:14][CH3:15])[C:5]([CH3:12])=[C:6]([CH:11]=1)[C:7]([O:9][CH3:10])=[O:8].Cl>CO>[Br:1][C:2]1[CH:3]=[C:4]([N:13]([CH2:14][CH3:15])[C@H:16]2[CH2:21][CH2:20][C@H:19]([NH:22][CH3:23])[CH2:18][CH2:17]2)[C:5]([CH3:12])=[C:6]([CH:11]=1)[C:7]([O:9][CH3:10])=[O:8]. Procedure details: To a stirred solution of methyl 5-bromo-3-(((trans)-4-((tert-butoxycarbonyl)(methyl)amino)cyclohexyl)(ethyl)amino)-2-methylbenzoate (30 g, 62.24 mmol) in methanol (100 mL) at 0° C., methanolic HCl (500 mL) was added and reaction was stirred for 2 h at room temperature. After completion, reaction was concentrated to dryness. The residue was basified with Na2CO3 (aq.) to pH 8 and aqueous layer was extracted with 10% methanol in DCM (200 mL×3). Combined organic layers were dried over Na2SO4 and sol... Starting materials: N1CCC(CC1)N1C(NC2=C1C=CC=C2)=O (1-piperidin-4-yl-1,3-dihydro-2H-benzimidazol-2-one), C(C)(C)O (isopropanol), ClC1=C2N=C(N(C2=NC=N1)C)C=1C=NN(C1)CC (6-chloro-8-(1-ethyl-1H-pyrazol-4-yl)-9-methyl-9H-purine). The solvent is C(C)N(CC)CC (triethylamine). Reaction conditions: temperature 80 celsius. Yields the product C(C)N1N=CC(=C1)C=1N(C2=NC=NC(=C2N1)N1CCC(CC1)N1C(NC2=C1C=CC=C2)=O)C (1-{1-[8-(1-Ethyl-1H-pyrazol-4-yl)-9-methyl-9H-purin-6-yl]piperidin-4-yl}-1,3-dihydro-2H-benzimidazol-2-one). Yield: 96.5%. RXN SMILES: [NH:1]1[CH2:6][CH2:5][CH:4]([N:7]2[C:11]3[CH:12]=[CH:13][CH:14]=[CH:15][C:10]=3[NH:9][C:8]2=[O:16])[CH2:3][CH2:2]1.C(O)(C)C.Cl[C:22]1[N:30]=[CH:29][N:28]=[C:27]2[C:23]=1[N:24]=[C:25]([C:32]1[CH:33]=[N:34][N:35]([CH2:37][CH3:38])[CH:36]=1)[N:26]2[CH3:31]>C(N(CC)CC)C>[CH2:37]([N:35]1[CH:36]=[C:32]([C:25]2[N:26]([CH3:31])[C:27]3[C:23]([N:24]=2)=[C:22]([N:1]2[CH2:2][CH2:3][CH:4]([N:7]4[C:11]5[CH:12]=[CH:13][CH:14]=[CH:15][C:10]=5[NH:9][C:8]4=[O:16])[CH2:5][CH2:6]2)[N:30]=[CH:29][N:28]=3)[CH:33]=[N:34]1)[CH3:38]. Procedure: To a solution of 1-piperidin-4-yl-1,3-dihydro-2H-benzimidazol-2-one (0.1 g, 0.33 mmol) in an anhydrous isopropanol (8 mL) and triethylamine (0.2 mL) was added 6-chloro-8-(1-ethyl-1H-pyrazol-4-yl)-9-methyl-9H-purine (65 mg, 0.25 mmol). The reaction mixture was heated to 80° C. for 16 hours, and cooled to room temperature. The resulting precipitates were collected by vacuum filtration, and triturated with 15 mL of ethanol at 75° C. for 30 min. The solids were collected by vacuum filtration to give... The reactants are P(=O)(Cl)(Cl)Cl (Phosphorus oxychloride), BrC=1N(C(=NN1)SCC(=O)O)C1=CC=C(C2=CC=CC=C12)C1CC1 (2-(5-bromo-4-(1-cyclopropylnaphthalen-4-yl)-4H-1,2,4-triazol-3-ylthio)acetic acid), OC1[C@H](O)[C@@H](O)[C@H](O1)[C@H](O)CO (D-glucofuranose). The solvent is N1=CC=CC=C1 (pyridine), N1=CC=CC=C1 (pyridine). Reaction conditions: temperature 0 celsius, time 1 hour. Product: BrC=1N(C(=NN1)SCC(=O)OCC(C1OC(C(C1O)O)O)O)C1=CC=C(C2=CC=CC=C12)C1CC1 (2-hydroxy-2-(3,4,5-trihydroxytetrahydrofuran-2-yl)ethyl 2-(5-bromo-4-(4-cyclopropylnaphthalen-1-yl)-4H-1,2,4-triazol-3-ylthio)acetate). Reaction SMILES: P(Cl)(Cl)(Cl)=O.[Br:6][C:7]1[N:8]([C:17]2[C:26]3[C:21](=[CH:22][CH:23]=[CH:24][CH:25]=3)[C:20]([CH:27]3[CH2:29][CH2:28]3)=[CH:19][CH:18]=2)[C:9]([S:12][CH2:13][C:14]([OH:16])=[O:15])=[N:10][N:11]=1.[OH:30][CH:31]1[O:37][C@H:36]([C@@H:38]([CH2:40]O)[OH:39])[C@H:34]([OH:35])[C@H:32]1[OH:33]>N1C=CC=CC=1>[Br:6][C:7]1[N:8]([C:17]2[C:26]3[C:21](=[CH:22][CH:23]=[CH:24][CH:25]=3)[C:20]([CH:27]3[CH2:29][CH2:28]3)=[CH:19][CH:18]=2)[C:9]([S:12][CH2:13][C:14]([O:16][CH2:40][CH:38]([OH:39])[CH:36]2[CH:34]([OH:35])[CH:32]([OH:33])[CH:31]([OH:30])[O:37]2)=[O:15])=[N:10][N:11]=1. Reported procedure: Phosphorus oxychloride (2.4 mmol) is added dropwise over 5 mins to a solution of 2-(5-bromo-4-(1-cyclopropylnaphthalen-4-yl)-4H-1,2,4-triazol-3-ylthio)acetic acid (810 mg, 2.0 mmol) in pyridine (20 mL) at 0° C. The mixture is stirred at 0° C. for a further 1 hour and then 1,2-O-isopropilydene-□-D-glucofuranose (440 mg, 2.0 mmol) dissolved in pyridine (5 mL) is added dropwise over 5 mins. The mixture is stirred at 0° C. for a further 3 hours and 1 hour at 20° C. and then quenched by addition of w... Starting materials: transition metal, 3(4),8(9)dihydroxymethyltricyclo[5.2.1.02,6]decane, C1C=CC2C1C3CC2C=C3 (dicyclopentadiene), VIII, C1C=CC2C1C3CC2C=C3 (dicyclopentadiene). The solvent is O (water). Product: CCC=CCCCCCC (dec-3-ene). RXN SMILES: [CH2:1]1[CH:5]2[CH:6]3[CH:10]=[CH:9][CH:8]([CH:4]2[CH:3]=[CH:2]1)[CH2:7]3>O>[CH3:3][CH2:2][CH:1]=[CH:5][CH2:4][CH2:8][CH2:7][CH2:6][CH2:10][CH3:9]. Procedure details: The invention therefore consists in a process for preparing 3(4),8(9)dihydroxymethyltricyclo[5.2.1.02,6]decane by hydroformylating dicyclopentadiene with subsequent hydrogenation. The process comprises reacting dicyclopentadiene, in a first hydroformylation stage in a heterogeneous reaction system using an aqueous solution of transition metal compounds, containing water-soluble organic phosphorus (III) compounds in complex-bound form, of group VIII of the Periodic Table of the Elements at temper... The reactants are CN1CC2Cc3ccc(Cl)cc3C(C)(O)C2C1, O=C(O)C(F)(F)F. Product: CC1=C2CN(C)CC2Cc2ccc(Cl)cc21. RXN SMILES: [Cl:1][c:2]1[cH:3][c:4]2[c:5]([cH:16][cH:17]1)[CH2:6][CH:7]1[CH2:8][N:9]([CH3:15])[CH2:10][CH:11]1[C:12]2([OH:13])[CH3:14].[F:18][C:19]([F:20])([F:21])[C:22]([OH:23])=[O:24]>>[Cl:1][c:2]1[cH:3][c:4]2[c:5]([cH:16][cH:17]1)[CH2:6][CH:7]1[CH2:8][N:9]([CH3:15])[CH2:10][C:11]1=[C:12]2[CH3:14].